From a dataset of the Open Reaction Database (ORD), a public repository of structured organic reaction records. describe an organic reaction: reactants, conditions, products, and yield Starting materials: Cn1nc(-c2c(F)cccc2Cl)nc1-c1ccc(CBr)c(Cl)c1, O=C([O-])[O-], CN(C)C=O, Oc1ccc(C(F)(F)F)cc1, [K+], [K+], O. Product: Cn1nc(-c2c(F)cccc2Cl)nc1-c1ccc(COc2ccc(C(F)(F)F)cc2)c(Cl)c1. Reaction SMILES: [Br:23][CH2:24][c:25]1[c:26]([Cl:45])[cH:27][c:28](-[c:31]2[n:32][c:33](-[c:37]3[c:38]([Cl:44])[cH:39][cH:40][cH:41][c:42]3[F:43])[n:34][n:35]2[CH3:36])[cH:29][cH:30]1.[C:17](=[O:18])([O-:19])[O-:20].[CH3:1][N:2]([CH3:3])[CH:4]=[O:5].[F:6][C:7]([c:8]1[cH:9][cH:10][c:11]([OH:14])[cH:12][cH:13]1)([F:15])[F:16].[K+:21].[K+:22].[OH2:46]>>[F:6][C:7]([c:8]1[cH:9][cH:10][c:11]([O:14][CH2:24][c:25]2[c:26]([Cl:45])[cH:27][c:28](-[c:31]3[n:32][c:33](-[c:37]4[c:38]([Cl:44])[cH:39][cH:40][cH:41][c:42]4[F:43])[n:34][n:35]3[CH3:36])[cH:29][cH:30]2)[cH:12][cH:13]1)([F:15])[F:16]. Starting materials: CCOC(=O)c1cnn(C2CCC2)c1Cl, CO, [Li+], [OH-], O. Yields the product O=C(O)c1cnn(C2CCC2)c1Cl. RXN SMILES: [CH2:1]([CH3:2])[O:3][C:4](=[O:5])[c:6]1[cH:7][n:8][n:9]([CH:12]2[CH2:13][CH2:14][CH2:15]2)[c:10]1[Cl:11].[CH3:18][OH:19].[Li+:17].[OH-:16].[OH2:20]>>[O:3]=[C:4]([OH:5])[c:6]1[cH:7][n:8][n:9]([CH:12]2[CH2:13][CH2:14][CH2:15]2)[c:10]1[Cl:11]. Starting materials: NC=1SC2=C(N=C(N=C2N([C@@H](CO)CC(C)C)C)SCC2=CC=CC=C2)N1 ((2R)-2-[[2-Amino-5-(benzylthio)[1,3]thiazolo[4,5-d]pyrimidin-7-yl](methyl)amino]-4-methylpentan-1-ol), [Na] (sodium), [NH4+].[Cl-] (NH4Cl). RXN SMILES: [NH2:1][C:2]1[S:3][C:4]2[C:9]([N:10]([CH3:18])[C@H:11]([CH2:14][CH:15]([CH3:17])[CH3:16])[CH2:12][OH:13])=[N:8][C:7]([S:19]CC3C=CC=CC=3)=[N:6][C:5]=2[N:27]=1.[Na].[NH4+].[Cl-]>>[NH2:1][C:2]1[S:3][C:4]2[C:9]([N:10]([CH3:18])[C@H:11]([CH2:14][CH:15]([CH3:17])[CH3:16])[CH2:12][OH:13])=[N:8][C:7]([SH:19])=[N:6][C:5]=2[N:27]=1 |f:2.3,^1:27|. Yields the product NC=1SC2=C(N=C(N=C2N([C@@H](CO)CC(C)C)C)S)N1 ((2R)-2-[(2-Amino-5-mercapto[1,3]thiazolo[4,5-d]pyrimidin-7-yl)(methyl)amino]-4-methylpentan-1-ol). Reported procedure: A three-neck round-bottomed flask was immersed in a dry ice/ethanol cooling bath and equipped with a dry ice/ethanol condenser. The system was flushed with nitrogen and ammonia (approximately 50 mL) was condensed into the flask. (2R)-2-[[2-Amino-5-(benzylthio)[1,3]thiazolo[4,5-d]pyrimidin-7-yl](methyl)amino]-4-methylpentan-1-ol (1 g, 2.5 mmol) was added to the flask, resulting in a clear yellow solution. Small pieces of sodium metal (size 2-3 mm) were added one by one to the reaction mixture. Wh... Isolated yield 80.4%. Starting materials: O=C1CCC(=O)N1Br, ClC(Cl)(Cl)Cl, CCOC(=O)c1oc2cccc(O)c2c1C. Yields the product CCOC(=O)c1oc2ccc(Br)c(O)c2c1C. RXN SMILES: [Br:17][N:18]1[C:19](=[O:20])[CH2:21][CH2:22][C:23]1=[O:24].[C:25]([Cl:26])([Cl:27])([Cl:28])[Cl:29].[CH2:1]([CH3:2])[O:3][C:4](=[O:5])[c:6]1[o:7][c:8]2[c:9]([c:10]1[CH3:11])[c:12]([OH:16])[cH:13][cH:14][cH:15]2>>[CH2:1]([CH3:2])[O:3][C:4](=[O:5])[c:6]1[o:7][c:8]2[c:9]([c:10]1[CH3:11])[c:12]([OH:16])[c:13]([Br:17])[cH:14][cH:15]2. Reactants: ClC1=NC=CC=C1N1N=C(N=C1CCl)C(=O)O (1-(2-chloro-3-pyridyl)-5-(chloromethyl)-1H-1,2,4-triazole-3-carboxylic acid), ClC1=C(N)C=CC=C1 (2-chloroaniline). Product: ClC1=C(C=CC=C1)N1CC=2N(C3=C1N=CC=C3)N=C(N2)C(=O)O (5-(2-chlorophenyl)-4,5-dihydropyrido[2,3-e][1,2,4]triazolo[1,5-a]pyrazine-2-carboxylic acid). RXN SMILES: Cl[C:2]1[C:7]([N:8]2[C:12]([CH2:13]Cl)=[N:11][C:10]([C:15]([OH:17])=[O:16])=[N:9]2)=[CH:6][CH:5]=[CH:4][N:3]=1.[Cl:18][C:19]1[CH:25]=[CH:24][CH:23]=[CH:22][C:20]=1[NH2:21]>>[Cl:18][C:19]1[CH:25]=[CH:24][CH:23]=[CH:22][C:20]=1[N:21]1[C:2]2[N:3]=[CH:4][CH:5]=[CH:6][C:7]=2[N:8]2[N:9]=[C:10]([C:15]([OH:17])=[O:16])[N:11]=[C:12]2[CH2:13]1. Procedure details: using 31.40 g (0.115 mol) of 1-(2-chloro-3-pyridyl)-5-(chloromethyl)-1H-1,2,4-triazole-3-carboxylic acid and 206.00 g (1.61 mol) of 2-chloroaniline there is obtained 5-(2-chlorophenyl)-4,5-dihydropyrido[2,3-e][1,2,4]triazolo[1,5-a]pyrazine-2-carboxylic acid and the methyl ester thereof which, after recrystallisation from methylene chloride/isopropanol, melts at 155°-163°; Reactants: BrC=1C=CC(=C(C1)C)[N+](=O)[O-] (5-bromo-2-nitrotoluene), ice water, [H-].[Na+] (sodium hydride), C1(=CC=CC=C1)S (thiophenol). Solvent: CN(C=O)C (dimethylformamide), CN(C=O)C (dimethylformamide). Reaction conditions: time 30 minute. Yields the product [N+](=O)([O-])C1=C(C=C(C=C1)SC1=CC=CC=C1)C (2-nitro-5-phenylthiotoluene). RXN SMILES: [H-].[Na+].[C:3]1([SH:9])[CH:8]=[CH:7][CH:6]=[CH:5][CH:4]=1.Br[C:11]1[CH:12]=[CH:13][C:14]([N+:18]([O-:20])=[O:19])=[C:15]([CH3:17])[CH:16]=1>CN(C)C=O>[N+:18]([C:14]1[CH:13]=[CH:12][C:11]([S:9][C:3]2[CH:8]=[CH:7][CH:6]=[CH:5][CH:4]=2)=[CH:16][C:15]=1[CH3:17])([O-:20])=[O:19] |f:0.1|. Procedure details: To a suspension of sodium hydride (57% oil emulsion, 1.11 g) in dimethylformamide (30 ml) is added in small portions 2.48 ml (2.64 g, 24 mmoles) of thiophenol. The mixture is cooled in an ice bath while a solution of 5-bromo-2-nitrotoluene (4.32 g, 20 mmoles) in dimethylformamide (10 ml) is added dropwise. The mixture is stirred for an additional 30 minutes and then poured into ice water (200 ml). The partially crystalline product is extracted with dichloromethane and the combined extracts are w... Reactants: CS(=O)(=O)OCCN(C)C(=O)OCC (2-(N-ethoxycarbonyl-N-methylamino)ethyl methanesulfonate), C1(=CC=CC=C1)C(N1CCNCC1)C1=CC=CC=C1 (4-diphenylmethylpiperazine). Conditions: temperature 80 celsius, time 5 hour. Yields the product C1(=CC=CC=C1)C(N1CCN(CC1)CCN(C)C(=O)OCC)C1=CC=CC=C1 (4-Diphenylmethyl-1-[2-(N-ethoxycarbonyl-N-methylamino)ethyl]piperazine). Yield: 64.2%. Reaction SMILES: CS(O[CH2:6][CH2:7][N:8]([C:10]([O:12][CH2:13][CH3:14])=[O:11])[CH3:9])(=O)=O.[C:15]1([CH:21]([C:28]2[CH:33]=[CH:32][CH:31]=[CH:30][CH:29]=2)[N:22]2[CH2:27][CH2:26][NH:25][CH2:24][CH2:23]2)[CH:20]=[CH:19][CH:18]=[CH:17][CH:16]=1>>[C:28]1([CH:21]([C:15]2[CH:20]=[CH:19][CH:18]=[CH:17][CH:16]=2)[N:22]2[CH2:23][CH2:24][N:25]([CH2:6][CH2:7][N:8]([C:10]([O:12][CH2:13][CH3:14])=[O:11])[CH3:9])[CH2:26][CH2:27]2)[CH:29]=[CH:30][CH:31]=[CH:32][CH:33]=1. Procedure: A mixture of 0.23 g of 2-(N-ethoxycarbonyl-N-methylamino)ethyl methanesulfonate (prepared as described in Preparation 34') and 0.26 g of 4-diphenylmethylpiperazine was stirred at 80° C. for 5 hours. At the end of this time, the mixture was purified by column chromatography through silica gel, using a 20:1 by volume mixture of ethyl acetate and ethanol as the eluent, to give 0.25 g (yield 64%) of the title compound as an oil. Reactants: 35, N(C(=O)C)C1=CC=C(C=C1)N=NC1=CC=C(C=C1)NC(=O)C (4,4'-diacetamino-azobenzene), Cl (hydrochloric acid). The solvent is CO (methanol). Reaction conditions: time 90 minute. Product: Cl.Cl.NC1=CC=C(C=C1)N=NC1=CC=C(C=C1)N (4,4'-diaminoazobenzene dihydrochloride). Reaction SMILES: [NH:1]([C:5]1[CH:10]=[CH:9][C:8]([N:11]=[N:12][C:13]2[CH:18]=[CH:17][C:16]([NH:19]C(C)=O)=[CH:15][CH:14]=2)=[CH:7][CH:6]=1)C(C)=O.[ClH:23]>CO>[ClH:23].[ClH:23].[NH2:19][C:16]1[CH:15]=[CH:14][C:13]([N:12]=[N:11][C:8]2[CH:9]=[CH:10][C:5]([NH2:1])=[CH:6][CH:7]=2)=[CH:18][CH:17]=1 |f:3.4.5|. Procedure: A suspension of 35 parts of 4,4'-diacetamino-azobenzene in 315 parts by volume of methanol and 315 parts by volume of 2 N hydrochloric acid is heated to 74°, stirred for 90 minutes at this temperature and cooled to 18°, and the product is filtered off. The 4,4'-diaminoazobenzene dihydrochloride thus obtained is pressed out well and is suspended, without being washed, in 1,000 parts of water. The new suspension is stirred for 15 minutes at room temperature, about 300 parts by volume of 2.5 N sodi... Starting materials: ClC1=CC=C(C(C=O)=C1)O (5-chlorosalicylaldehyde), C([O-])([O-])=O.[Cs+].[Cs+] (cesium carbonate), O(S(=O)(=O)C(F)(F)F)OCC(F)(F)F (trifluorethoxy triflate). Solvent: CN(C)C=O (DMF), CN(C)C=O (DMF). Reaction conditions: time 8 hour. Yields the product FC(COC1=C(C=O)C=C(C=C1)Cl)(F)F (2-(2,2,2-Trifluoroethoxy)-5-chlorobenzaldehyde). Reaction SMILES: O([O:9][CH2:10][C:11]([F:14])([F:13])[F:12])S(C(F)(F)F)(=O)=O.[Cl:15][C:16]1[CH:23]=[C:20]([CH:21]=[O:22])[C:19](O)=[CH:18][CH:17]=1.C(=O)([O-])[O-].[Cs+].[Cs+]>CN(C=O)C>[F:12][C:11]([F:14])([F:13])[CH2:10][O:9][C:19]1[CH:18]=[CH:17][C:16]([Cl:15])=[CH:23][C:20]=1[CH:21]=[O:22] |f:2.3.4|. Reported procedure: Using a small volume of DMF, the trifluorethoxy triflate thus prepared was added to a mixture of 5-chlorosalicylaldehyde (5 g, 32 mmol) and cesium carbonate (21 g, 64 mmol) in DMF (50 mL) at room temperature. After stirring at room temperature overnight the solids were filtered off and the filtrate concentrated under reduced pressure. The residue was diluted with ether and washed well with water. Drying (Na2SO4) and concentration yielded the title compound as an oil: 1H NMR (CDCl3) δ10.42 (s, 1H... Reactants: CN(C)C=O (DMF), FC=1C=C(C=CC1N1C=NC=C1)/C=C/C(=O)NC1CCC2=CC=CC=C12 ((E)-3-[3-fluoro-4-(1H-imidazol-1-yl)phenyl]-N-indan-1-yl-acrylamide), [H-].[Na+] (sodium hydride), IC (Iodomethane). The solvent is C(C)(=O)OCC (ethyl acetate), O (water). Run at time 3 hour. Product: FC=1C=C(C=CC1N1C=NC=C1)/C=C/C(=O)N(C)C1CCC2=CC=CC=C12 ((E)-3-[3-fluoro-4-(1H-imidazol-1-yl)phenyl)-N-indan-1-yl-N-methyl-acrylamide). As a reaction SMILES: [CH3:1]N(C=O)C.[F:6][C:7]1[CH:8]=[C:9](/[CH:18]=[CH:19]/[C:20]([NH:22][CH:23]2[C:31]3[C:26](=[CH:27][CH:28]=[CH:29][CH:30]=3)[CH2:25][CH2:24]2)=[O:21])[CH:10]=[CH:11][C:12]=1[N:13]1[CH:17]=[CH:16][N:15]=[CH:14]1.[H-].[Na+].IC>C(OCC)(=O)C.O>[F:6][C:7]1[CH:8]=[C:9](/[CH:18]=[CH:19]/[C:20]([N:22]([CH:23]2[C:31]3[C:26](=[CH:27][CH:28]=[CH:29][CH:30]=3)[CH2:25][CH2:24]2)[CH3:1])=[O:21])[CH:10]=[CH:11][C:12]=1[N:13]1[CH:17]=[CH:16][N:15]=[CH:14]1 |f:2.3|. Procedure details: To a DMF (1.0 mL) solution of (E)-3-[3-fluoro-4-(1H-imidazol-1-yl)phenyl]-N-indan-1-yl-acrylamide (30.0 mg) obtained in Example 324, sodium hydride was added at 0° C. (10.0 mg), and the reaction solution was allowed to be warmed to room temperature. Iodomethane (54.0 μL) was added to the reaction solution, the reaction solution was agitated at room temperature for 3 hours, water and ethyl acetate were added to the reaction solution, and the organic layer was partitioned. After the obtained organ...